This data is from the Open Reaction Database (ORD), a public repository of structured organic reaction records. The task is: describe an organic reaction: reactants, conditions, products, and yield The reactants are CC(C=C)(CCCC(CCCC(CCCC(CCCC(C)C)C)C)C)O (3,7,11,15,19-pentamethyl-1-eicosen-3-ol), CC(C=C)(CCCC(CCCC(CCCC(CCCC(C)C)C)C)C)O (3,7,11,15,19-pentamethyl-1-eicosen-3-ol), C(=O)O (formic acid). Conditions: time 9 hour. The product is C(=O)OCC=C(CCCC(CCCC(CCCC(CCCC(C)C)C)C)C)C (3,7,11,15,19-pentamethyl-2-eicosen-1-yl formate). As a reaction SMILES: [CH3:1][C:2](O)([CH2:5][CH2:6][CH2:7][CH:8]([CH3:25])[CH2:9][CH2:10][CH2:11][CH:12]([CH3:24])[CH2:13][CH2:14][CH2:15][CH:16]([CH3:23])[CH2:17][CH2:18][CH2:19][CH:20]([CH3:22])[CH3:21])[CH:3]=[CH2:4].[CH:27]([OH:29])=[O:28]>>[CH:27]([O:29][CH2:4][CH:3]=[C:2]([CH3:1])[CH2:5][CH2:6][CH2:7][CH:8]([CH3:25])[CH2:9][CH2:10][CH2:11][CH:12]([CH3:24])[CH2:13][CH2:14][CH2:15][CH:16]([CH3:23])[CH2:17][CH2:18][CH2:19][CH:20]([CH3:22])[CH3:21])=[O:28]. Reported procedure: 275 g (0.75 mole) of 3,7,11,15,19-pentamethyl-1-eicosen-3-ol (formula II, with n=3) and 390 g (7.6 moles) of 90 percent strength by weight formic acid were reacted at 60° C. by a method similar to that of Example 1; the reaction time was 9 hours. 545 g of 85.8 percent strength by weight formic acid were recovered. The crude 3,7,11,15,19-pentamethyl-2-eicosen-1-yl formate was distilled through a Claisen head. The yield was 221 g (corresponding to 74.7% to 74.7% of theory); boiling point 176°-178°... The reactants are CCOC(=O)/N=N/C(=O)OCC (DEAD), ClC1=C(C=CC(=C1)Cl)CCO (2-(2,4-Dichlorophenyl)-ethanol), C1(=CC=CC=C1)P(C1=CC=CC=C1)C1=CC=CC=C1 (triphenylphosphine), COC(C1=CC(=C(C=C1)Br)O)=O (4-Bromo-3-hydroxy-benzoic acid methyl ester). Solvent: C1CCOC1 (THF), C1CCOC1 (THF), C1CCOC1 (THF). Run at time 45 minute. Yields the product COC(C1=CC(=C(C=C1)Br)OCCC1=C(C=C(C=C1)Cl)Cl)=O (4-Bromo-3-[2-(2,4-dichloro-phenyl)-ethoxy]-benzoic acid methyl ester). RXN SMILES: C1(P(C2C=CC=CC=2)C2C=CC=CC=2)C=CC=CC=1.[CH3:20][O:21][C:22](=[O:31])[C:23]1[CH:28]=[CH:27][C:26]([Br:29])=[C:25]([OH:30])[CH:24]=1.CCOC(/N=N/C(OCC)=O)=O.[Cl:44][C:45]1[CH:50]=[C:49]([Cl:51])[CH:48]=[CH:47][C:46]=1[CH2:52][CH2:53]O>C1COCC1>[CH3:20][O:21][C:22](=[O:31])[C:23]1[CH:28]=[CH:27][C:26]([Br:29])=[C:25]([O:30][CH2:53][CH2:52][C:46]2[CH:47]=[CH:48][C:49]([Cl:51])=[CH:50][C:45]=2[Cl:44])[CH:24]=1. Procedure details: 1.6 g of triphenylphosphine and 1 g of 4-Bromo-3-hydroxy-benzoic acid methyl ester were dissolved in 15 ml of anhydrous THF. The solution was cooled to 0° C. to 10° C. and a solution of 0.88 ml DEAD in 5 ml anhydrous THF was added dropwise over 20 min. The reaction was warmed to RT and stirred for 45 min. A solution of 0.69 ml 2-(2,4-Dichlorophenyl)-ethanol in 2 ml anhydrous THF was added with cooling. The reaction was stirred at RT for 3 h, then the solvents were removed under reduced pressure.... The reactants are COC=1C(=C(CC=2C=CC(=C(C(=O)NC3=CC=C(C=C3)C(F)(F)F)C2)C2=CC=NC=C2)C(=C(C1OC)OC)OC)C (N-[5-(3,4,5,6-Tetramethoxy-2-methylbenzyl)-2-(4-pyridyl)benzoyl]-4-trifluoromethylaniline), O=[N+]([O-])[O-].[O-][N+]([O-])=O.[O-][N+]([O-])=O.[O-][N+]([O-])=O.[O-][N+]([O-])=O.[O-][N+]([O-])=O.[Ce+4].[NH4+].[NH4+] (CAN). Run in O (water), C(C)#N (acetonitrile), O (water). Reaction conditions: time 3 hour. Yields the product COC=1C(C(=C(C(C1OC)=O)CC=1C=CC(=C(C(=O)NC2=CC=C(C=C2)C(F)(F)F)C1)C1=CC=NC=C1)C)=O (N-[5-(5,6-Dimethoxy-3-methyl-1,4-benzoquinon-2-yl)methyl-2-(4-pyridyl)benzoyl]-4-trifluoromethylaniline). Isolated yield 45.2%. As a reaction SMILES: C[O:2][C:3]1[C:4]([CH3:41])=[C:5]([C:32]([O:39]C)=[C:33]([O:37][CH3:38])[C:34]=1[O:35][CH3:36])[CH2:6][C:7]1[CH:8]=[CH:9][C:10]([C:26]2[CH:31]=[CH:30][N:29]=[CH:28][CH:27]=2)=[C:11]([CH:25]=1)[C:12]([NH:14][C:15]1[CH:20]=[CH:19][C:18]([C:21]([F:24])([F:23])[F:22])=[CH:17][CH:16]=1)=[O:13].O=[N+]([O-])[O-].[O-][N+](=O)[O-].[O-][N+](=O)[O-].[O-][N+](=O)[O-].[O-][N+](=O)[O-].[O-][N+](=O)[O-].[Ce+4].[NH4+].[NH4+]>C(#N)C.O>[CH3:36][O:35][C:34]1[C:3](=[O:2])[C:4]([CH3:41])=[C:5]([CH2:6][C:7]2[CH:8]=[CH:9][C:10]([C:26]3[CH:27]=[CH:28][N:29]=[CH:30][CH:31]=3)=[C:11]([CH:25]=2)[C:12]([NH:14][C:15]2[CH:16]=[CH:17][C:18]([C:21]([F:23])([F:24])[F:22])=[CH:19][CH:20]=2)=[O:13])[C:32](=[O:39])[C:33]=1[O:37][CH3:38] |f:1.2.3.4.5.6.7.8.9|. Procedure details: N-[5-(3,4,5,6-Tetramethoxy-2-methylbenzyl)-2-(4-pyridyl)benzoyl]-4-trifluoromethylaniline (140 mg, 0.2473 mmol) was dissolved in a mixed solvent of acetonitrile (9 ml) and water (3 ml), then CAN (399 mg, 0.7416 mmol) was added thereto at room temperature and the mixture was stirred for 3 hours. The reaction solution was poured into water and extracted with ethyl acetate. The extract was washed with water and dried and the solvent was evaporated therefrom. The residue was purified by preparative ... Reactants: NC1=CC(=NC(=N1)C1CC1)O (6-amino-2-cyclopropyl-pyrimidin-4-ol), [S-]C#N.[K+] (potassium thiocyanate), BrBr (bromine). Solvent: N1=CC=CC=C1 (pyridine), CN(C=O)C (N,N-dimethylformamide), O (water), CN(C=O)C (N,N-dimethylformamide). Run at temperature 40 celsius, time 1 hour. The product is NC1=C(C(=NC(=N1)C1CC1)O)SC#N (6-amino-2-cyclopropyl-5-thiocyanato-pyrimidin-4-ol). Isolated yield 96.8%. Reaction SMILES: [NH2:1][C:2]1[N:7]=[C:6]([CH:8]2[CH2:10][CH2:9]2)[N:5]=[C:4]([OH:11])[CH:3]=1.[S-:12][C:13]#[N:14].[K+].BrBr>O.CN(C)C=O.N1C=CC=CC=1>[NH2:1][C:2]1[N:7]=[C:6]([CH:8]2[CH2:9][CH2:10]2)[N:5]=[C:4]([OH:11])[C:3]=1[S:12][C:13]#[N:14] |f:1.2|. Procedure: To a mixed solution of the compound (0.30 g) obtained in Step 1, potassium thiocyanate (0.77 g) and N,N-dimethylformamide (6.0 ml) was added pyridine (0.29 ml) at 90° C. After allowing to cool to 40° C., a mixed solution of bromine (0.15 ml) and N,N-dimethylformamide (1.0 ml) was added, and the mixture was stirred at room temperature for 1 hr. Under ice-cooling, water (12 ml) was added to the reaction solution, and the precipitated solid was collected by filtration, washed with water and dried t... Product: BrCC(=O)C1=CC=CC=C1 (2-bromo-1-phenylethanone). Reactants: C(C)(=O)C1=CC=CC=C1 (acetophenone), Br (HBr), BrBr.CC(=O)O (Br2 AcOH). Run in CC(=O)O (AcOH), C(C)OC(C)=O (ethylacetate). Procedure: To a solution of acetophenone (500 mg, 4.16 mmol) in AcOH (20 mL) and catalytic amount of aq. HBr, 10% Br2/AcOH (2.12 mL) was added at 0° C. The reaction mixture was stirred for 2 h at r.t. After completion of the reaction as confirmed by TLC, the reaction mixture was diluted with ethylacetate (100 mL) and washed with water (20 mL) and brine (20 mL) successively. The organic layer was dried over Na2SO4 and the volatiles were evaporated in vacuo. The residue obtained was purified by column chroma... Reaction SMILES: [C:1]([C:4]1[CH:9]=[CH:8][CH:7]=[CH:6][CH:5]=1)(=[O:3])[CH3:2].[BrH:10].BrBr.CC(O)=O>CC(O)=O.C(OC(=O)C)C>[Br:10][CH2:2][C:1]([C:4]1[CH:9]=[CH:8][CH:7]=[CH:6][CH:5]=1)=[O:3] |f:2.3|. Reaction conditions: time 2 hour. The yield is 100.0%. The product is Cn1cc(-c2cccc(N3CCNc4cc(C(C)(C)C)ccc4C3=O)c2CO)cc(Nc2ccc(C(=O)N3CCOCC3)cn2)c1=O. Reactants: [BH4-], Cn1cc(-c2cccc(N3CCNc4cc(C(C)(C)C)ccc4C3=O)c2C=O)cc(Nc2ccc(C(=O)N3CCOCC3)cn2)c1=O, C1CCOC1, CCO, [Na+]. As a reaction SMILES: [BH4-:51].[C:1]([CH3:2])([CH3:3])([CH3:4])[c:5]1[cH:6][cH:7][c:8]2[c:9]([cH:47]1)[NH:10][CH2:11][CH2:12][N:13]([c:16]1[c:17]([CH:18]=[O:19])[c:20](-[c:24]3[cH:25][n:26]([CH3:46])[c:27](=[O:45])[c:28]([NH:30][c:31]4[n:32][cH:33][c:34]([C:37](=[O:38])[N:39]5[CH2:40][CH2:41][O:42][CH2:43][CH2:44]5)[cH:35][cH:36]4)[cH:29]3)[cH:21][cH:22][cH:23]1)[C:14]2=[O:15].[CH2:53]1[O:54][CH2:55][CH2:56][CH2:57]1.[CH3:48][CH2:49][OH:50].[Na+:52]>>[C:1]([CH3:2])([CH3:3])([CH3:4])[c:5]1[cH:6][cH:7][c:8]2[c:9]([cH:47]1)[NH:10][CH2:11][CH2:12][N:13]([c:16]1[c:17]([CH2:18][OH:19])[c:20](-[c:24]3[cH:25][n:26]([CH3:46])[c:27](=[O:45])[c:28]([NH:30][c:31]4[n:32][cH:33][c:34]([C:37](=[O:38])[N:39]5[CH2:40][CH2:41][O:42][CH2:43][CH2:44]5)[cH:35][cH:36]4)[cH:29]3)[cH:21][cH:22][cH:23]1)[C:14]2=[O:15]. Reactants: COC=1C=C(N)C=C(C1)OC (3,5-dimethoxyaniline), solution, S(=O)=O (sulfur dioxide), Cl (hydrochloric acid), N(=O)[O-].[Na+] (sodium nitrite). Reagents/catalysts: [Cu](Cl)Cl (copper (II)-chloride), [Cu]Cl (copper(I)-chloride). Run in C(C)(=O)O (acetic acid), C(C)(=O)O (acetic acid), O (water). Conditions: temperature 40 celsius, time 1 hour. Yields the product COC=1C=C(C=C(C1)OC)S(=O)(=O)Cl (3,5-Dimethoxybenzene sulfonic acid chloride). As a reaction SMILES: [ClH:1].[CH3:2][O:3][C:4]1[CH:5]=[C:6]([CH:8]=[C:9]([O:11][CH3:12])[CH:10]=1)N.N([O-])=O.[Na+].[S:17](=[O:19])=[O:18]>C(O)(=O)C.O.[Cu](Cl)Cl.[Cu]Cl>[CH3:2][O:3][C:4]1[CH:5]=[C:6]([S:17]([Cl:1])(=[O:19])=[O:18])[CH:8]=[C:9]([O:11][CH3:12])[CH:10]=1 |f:2.3|. Procedure details: 50 ml of concentrated aqueous hydrochloric acid were added, while cooling (reaction temperature: max. +20° C.) to a solution of 26.6 gm (0.174 mol) of 3,5-dimethoxyaniline in 100 ml of glacial acetic acid. Over a period of 35 minutes a solution of 12 gm (0.174 mol) of sodium nitrite in 25 ml of water was added at -8° to -3° C. while cooling. After stirring for 1 hour on a cold bath, the reaction mixture was filtered, and the dark-brown filtrate was poured at 20°-25° C. into a stirred suspension ...